From a dataset of the Open Reaction Database (ORD), a public repository of structured organic reaction records. describe an organic reaction: reactants, conditions, products, and yield The reactants are CC1=C2N(C3=CC=CC=C13)C(C(CC2)CC=2N=CN(C2C)S(N(C)C)(=O)=O)=O (8,9-dihydro-10-methyl-7-[[5-methyl-1-(N,N-dimethylsulfamoyl)-1H-imidazol-4-yl]methyl]pyrido[1,2-a]indol-6(7H)-one), Cl (hydrochloric acid). Solvent: C(C)O (ethanol). Conditions: temperature 90 celsius. The product is CC1=C2N(C3=CC=CC=C13)C(C(CC2)CC=2N=CNC2C)=O (8,9-dihydro-10-methyl-7-[(5-methyl-1H-imidazol-4-yl)methyl]pyrido[1,2-a]indol-6(7H)-one). The yield is 61.7%. As a reaction SMILES: [CH3:1][C:2]1[C:10]2[C:5](=[CH:6][CH:7]=[CH:8][CH:9]=2)[N:4]2[C:11](=[O:28])[CH:12]([CH2:15][C:16]3[N:17]=[CH:18][N:19](S(=O)(=O)N(C)C)[C:20]=3[CH3:21])[CH2:13][CH2:14][C:3]=12.Cl>C(O)C>[CH3:1][C:2]1[C:10]2[C:5](=[CH:6][CH:7]=[CH:8][CH:9]=2)[N:4]2[C:11](=[O:28])[CH:12]([CH2:15][C:16]3[N:17]=[CH:18][NH:19][C:20]=3[CH3:21])[CH2:13][CH2:14][C:3]=12. Procedure details: A mixture of 8,9-dihydro-10-methyl-7-[[5-methyl-1-(N,N-dimethylsulfamoyl)-1H-imidazol-4-yl]methyl]pyrido[1,2-a]indol-6(7H)-one (93 mg), 3N hydrochloric acid (3 ml), and ethanol (2 ml) was heated at 90° C. for 2.5 hours. After evaporation of the solvent, the residue was neutralized with aqueous sodium bicarbonate solution and extracted three times with chloroform. The organic layer was washed with water and brine, dried over anhydrous magnesium sulfate, and evaporated in vacuo. Chromatography of ... Reactants: diol, diol, C(=O)C=C (acrolein), C(=C)C1OCCCO1 (2-vinyl-1,3-dioxane), acetal, C(=O)C=C (acrolein), C(CCO)O (1,3-propanediol), C(=O)C=C (acrolein), acetal, C1(=CC=C(C=C1)S(=O)(=O)O)C (p-toluenesulfonic acid), C(=C)C1OCCCO1 (2-vinyl-1,3-dioxane). Solvent: O (water), O (water). Reaction conditions: temperature 26 celsius. The product is C(=C)C1OCC(CO1)C (2-vinyl-5-methyl-1,3-dioxane). As a reaction SMILES: C(O)CCO.C(C=C)=O.[C:10]1([CH3:20])[CH:15]=CC(S(O)(=O)=O)=C[CH:11]=1.[CH:21]([CH:23]1[O:28]CCC[O:24]1)=[CH2:22]>O>[CH:21]([CH:23]1[O:28][CH2:11][CH:10]([CH3:20])[CH2:15][O:24]1)=[CH2:22]. Procedure: For the sake of comparison, a mixture of 0.5 mole 1,3-propanediol and 0.55 mole acrolein were reacted at 50° C in the presence of 0.3 g. p-toluenesulfonic acid. Layers did not separate until the reaction mixture was cooled to 26° C. The mixture gave 18 g. of an aqueous layer which contained about 40% diol, 21% acrolein, 10% 2-vinyl-1,3-dioxane and 25% water. The acetal layer of 49 g. contained 63% 2-vinyl-1,3-dioxane, 23% acrolein, 8% diol and 5% water, conversion to acetal was about 60% which r... The reactants are CCOC(=O)C(C)(C)Br, CCO, Oc1ccc(C=Nc2cccc(Cl)c2)cc1, [H-], [Na+], [Na]. Yields the product CCOC(=O)C(C)(C)Oc1ccc(C=Nc2cccc(Cl)c2)cc1. RXN SMILES: [Br:20][C:21]([C:22](=[O:23])[O:24][CH2:25][CH3:26])([CH3:27])[CH3:28].[CH3:29][CH2:30][OH:31].[Cl:4][c:5]1[cH:6][c:7]([N:11]=[CH:12][c:13]2[cH:14][cH:15][c:16]([OH:19])[cH:17][cH:18]2)[cH:8][cH:9][cH:10]1.[H-:1].[Na+:2].[Na:3]>>[Cl:4][c:5]1[cH:6][c:7]([N:11]=[CH:12][c:13]2[cH:14][cH:15][c:16]([O:19][C:21]([C:22](=[O:23])[O:24][CH2:25][CH3:26])([CH3:27])[CH3:28])[cH:17][cH:18]2)[cH:8][cH:9][cH:10]1. Reactants: C([O-])([O-])=O.[K+].[K+] (potassium carbonate), ClC1=NN=C(C2=CC=CC=C12)CC1=CC=NC=C1 (1-chloro-4-(4-pyridylmethyl)phthalazine), NC=1C=NC=CC1 (3-aminopyridine), C(C)(=O)[O-] (acetate). Reaction conditions: temperature 90 celsius. Yields the product N1=CC(=CC=C1)NC1=NN=C(C2=CC=CC=C12)CC1=CC=NC=C1 (1-(3-Pyridylamino)-4-(4-pyridylmethyl)phthalazine). Reaction SMILES: Cl[C:2]1[C:11]2[C:6](=[CH:7][CH:8]=[CH:9][CH:10]=2)[C:5]([CH2:12][C:13]2[CH:18]=[CH:17][N:16]=[CH:15][CH:14]=2)=[N:4][N:3]=1.[NH2:19][C:20]1[CH:21]=[N:22][CH:23]=[CH:24][CH:25]=1.C([O-])(=O)C.C(=O)([O-])[O-].[K+].[K+]>>[N:22]1[CH:23]=[CH:24][CH:25]=[C:20]([NH:19][C:2]2[C:11]3[C:6](=[CH:7][CH:8]=[CH:9][CH:10]=3)[C:5]([CH2:12][C:13]3[CH:18]=[CH:17][N:16]=[CH:15][CH:14]=3)=[N:4][N:3]=2)[CH:21]=1 |f:3.4.5|. Procedure: A mixture of 0.511 g (2 mmol) 1-chloro-4-(4-pyridylmethyl)phthalazine and 0.565 g (6 mmol) 3-aminopyridine is heated for 3 h at 90° C. The residue is then distributed between acetate and 20% aqueous potassium carbonate solution. The organic phase dried over anhydrous sodium sulfate is evaporated and the residue purified on silica gel by flash chromatography using acetate/methanol mixtures (49:1 to 4:1). Title compound is obtained after crystallization of the product-containing fractions from ace... The reactants are O (Water), [H-].[Na+] (NaH), [Si](C)(C)(C(C)(C)C)O[C@@H]([C@@H]1N([C@@H](CC1)CC1=CC=C(C=C1)C(NCCC1=NC=CC=C1)=O)C(=O)OC(C)(C)C)C1=CC=CC=C1 (tert-butyl (2R,5S)-2-[(R)-{[tert-butyl(dimethyl)silyl]oxy}(phenyl)methyl]-5-(4-{[2-(pyridine-2-yl)ethyl]carbamoyl}benzyl)pyrrolidine-1-carboxylate), IC (iodomethane). The solvent is O1CCCC1 (tetrahydrofuran). Run at time 30 minute. The product is [Si](C)(C)(C(C)(C)C)O[C@@H]([C@@H]1N([C@@H](CC1)CC1=CC=C(C=C1)C(N(CCC1=NC=CC=C1)C)=O)C(=O)OC(C)(C)C)C1=CC=CC=C1 (Tert-butyl (2R,5S)-2-[(R)-{[tert-butyl(dimethyl)silyl]oxy}(phenyl)methyl]-5-(4-{methyl[2-(pyridine-2-yl)ethyl]carbamoyl}benzyl)pyrrolidine-1-carboxylate). As a reaction SMILES: [H-].[Na+].[Si:3]([O:10][C@H:11]([C:42]1[CH:47]=[CH:46][CH:45]=[CH:44][CH:43]=1)[C@H:12]1[CH2:16][CH2:15][C@@H:14]([CH2:17][C:18]2[CH:23]=[CH:22][C:21]([C:24](=[O:34])[NH:25][CH2:26][CH2:27][C:28]3[CH:33]=[CH:32][CH:31]=[CH:30][N:29]=3)=[CH:20][CH:19]=2)[N:13]1[C:35]([O:37][C:38]([CH3:41])([CH3:40])[CH3:39])=[O:36])([C:6]([CH3:9])([CH3:8])[CH3:7])([CH3:5])[CH3:4].I[CH3:49].O>O1CCCC1>[Si:3]([O:10][C@H:11]([C:42]1[CH:43]=[CH:44][CH:45]=[CH:46][CH:47]=1)[C@H:12]1[CH2:16][CH2:15][C@@H:14]([CH2:17][C:18]2[CH:23]=[CH:22][C:21]([C:24](=[O:34])[N:25]([CH3:49])[CH2:26][CH2:27][C:28]3[CH:33]=[CH:32][CH:31]=[CH:30][N:29]=3)=[CH:20][CH:19]=2)[N:13]1[C:35]([O:37][C:38]([CH3:41])([CH3:39])[CH3:40])=[O:36])([C:6]([CH3:7])([CH3:8])[CH3:9])([CH3:4])[CH3:5] |f:0.1|. Reported procedure: NaH (8.38 mg of a 60 wt % dispersion in mineral oil, 0.210 mmol) was added to a stirred, room temperature mixture of tert-butyl (2R,5S)-2-[(R)-{[tert-butyl(dimethyl)silyl]oxy}(phenyl)methyl]-5-(4-{[2-(pyridine-2-yl)ethyl]carbamoyl}benzyl)pyrrolidine-1-carboxylate (120 mg, 0.191 mmol) in tetrahydrofuran (1.9 mL), and the mixture was stirred for 30 minutes. After 30 minutes, iodomethane (0.014 mL, 0.23 mmol) was added and the mixture was stirred for 12 hours. Water was then added and the mixture w...